Task: describe an organic reaction: reactants, conditions, products, and yield. Dataset: the Open Reaction Database (ORD), a public repository of structured organic reaction records Starting materials: ClC1=CC=C(C=C1)C=1NC(=CC1SC1=CC=C(C=C1)Cl)C(F)(F)F (2-(p-chlorophenyl)-3-[(p-chlorophenyl)thio]-5-(trifluoromethyl)pyrrole), OO (hydrogen peroxide), O (water). The solvent is C(C)(=O)O (acetic acid). Yields the product ethyl acetate hexanes, ClC1=CC=C(C=C1)C=1NC(=CC1S(=O)C1=CC=C(C=C1)Cl)C(F)(F)F (2-(p-Chlorophenyl)-3-[(p-chlorophenyl)sulfinyl]-5-(trifluoromethyl)pyrrole). The yield is 65.6%. Reaction SMILES: [Cl:1][C:2]1[CH:7]=[CH:6][C:5]([C:8]2[NH:9][C:10]([C:21]([F:24])([F:23])[F:22])=[CH:11][C:12]=2[S:13][C:14]2[CH:19]=[CH:18][C:17]([Cl:20])=[CH:16][CH:15]=2)=[CH:4][CH:3]=1.[OH:25]O.O>C(O)(=O)C>[Cl:1][C:2]1[CH:3]=[CH:4][C:5]([C:8]2[NH:9][C:10]([C:21]([F:23])([F:22])[F:24])=[CH:11][C:12]=2[S:13]([C:14]2[CH:19]=[CH:18][C:17]([Cl:20])=[CH:16][CH:15]=2)=[O:25])=[CH:6][CH:7]=1. Procedure details: A solution of 2-(p-chlorophenyl)-3-[(p-chlorophenyl)thio]-5-(trifluoromethyl)pyrrole (2.57 g, 6.6 mmol) and 30% hydrogen peroxide solution (0.83 g, 7.3 mmol) in acetic acid is stirred at room temperature overnight and poured into water. The resultant aqueous mixture is filtered to obtain a solid. A solution of the solid in methylene chloride is washed with brine, dried over anhydrous magnesium sulfate and concentrated in vacuo to obtain a residue. Flash column chromatography of the residue using... The reactants are Cc1ccccc1OCC(O)CN(Cc1ccccc1)C(C)(C)COc1ccc(C(N)=O)cn1, CO, [H][H]. The product is Cc1ccccc1OCC(O)CNC(C)(C)COc1ccc(C(N)=O)cn1. Reaction SMILES: [CH2:1]([c:2]1[cH:3][cH:4][cH:5][cH:6][cH:7]1)[N:8]([C:9]([CH2:10][O:11][c:12]1[n:13][cH:14][c:15]([C:18]([NH2:19])=[O:20])[cH:16][cH:17]1)([CH3:21])[CH3:22])[CH2:23][CH:24]([CH2:25][O:26][c:27]1[c:28]([CH3:33])[cH:29][cH:30][cH:31][cH:32]1)[OH:34].[CH3:37][OH:38].[H:35][H:36]>>[NH:8]([C:9]([CH2:10][O:11][c:12]1[n:13][cH:14][c:15]([C:18]([NH2:19])=[O:20])[cH:16][cH:17]1)([CH3:21])[CH3:22])[CH2:23][CH:24]([CH2:25][O:26][c:27]1[c:28]([CH3:33])[cH:29][cH:30][cH:31][cH:32]1)[OH:34]. Reactants: CC(C)(C)OC(=O)N1CC(=O)CC1C(=O)O, CN(C(=O)c1ccc(Cl)cc1)C1CCNCC1c1ccc(Cl)c(Cl)c1, Cl. Product: CN(C(=O)c1ccc(Cl)cc1)C1CCN(C(=O)C2CC(=O)CN2C(=O)OC(C)(C)C)CC1c1ccc(Cl)c(Cl)c1. RXN SMILES: [C:27]([CH3:28])([CH3:29])([CH3:30])[O:31][C:32](=[O:33])[N:34]1[CH:35]([C:36](=[O:37])[OH:38])[CH2:39][C:40](=[O:42])[CH2:41]1.[Cl:2][c:3]1[cH:4][cH:5][c:6]([C:7](=[O:8])[N:9]([CH3:10])[CH:11]2[CH:12]([c:17]3[cH:18][c:19]([Cl:24])[c:20]([Cl:23])[cH:21][cH:22]3)[CH2:13][NH:14][CH2:15][CH2:16]2)[cH:25][cH:26]1.[ClH:1]>>[Cl:2][c:3]1[cH:4][cH:5][c:6]([C:7](=[O:8])[N:9]([CH3:10])[CH:11]2[CH:12]([c:17]3[cH:18][c:19]([Cl:24])[c:20]([Cl:23])[cH:21][cH:22]3)[CH2:13][N:14]([C:36]([CH:35]3[N:34]([C:32]([O:31][C:27]([CH3:28])([CH3:29])[CH3:30])=[O:33])[CH2:41][C:40](=[O:42])[CH2:39]3)=[O:37])[CH2:15][CH2:16]2)[cH:25][cH:26]1. The reactants are CN1CCCC1=O, O=C(O)c1ccc([N+](=O)[O-])c(F)c1, NC1CCCCC1. The product is O=C(O)c1ccc([N+](=O)[O-])c(NC2CCCCC2)c1. Reaction SMILES: [CH3:21][N:22]1[CH2:23][CH2:24][CH2:25][C:26]1=[O:27].[F:1][c:2]1[cH:3][c:4]([C:5](=[O:6])[OH:7])[cH:8][cH:9][c:10]1[N+:11](=[O:12])[O-:13].[NH2:14][CH:15]1[CH2:16][CH2:17][CH2:18][CH2:19][CH2:20]1>>[c:2]1([NH:14][CH:15]2[CH2:16][CH2:17][CH2:18][CH2:19][CH2:20]2)[cH:3][c:4]([C:5](=[O:6])[OH:7])[cH:8][cH:9][c:10]1[N+:11](=[O:12])[O-:13]. Procedure details: Following general N—C coupling procedure 1, hexahydro-pyrido[1,2-a]pyrazin-1-one (0.300 g, 1.945 mmol), was combined with 5-bromo-2-nitropyridine (0.395 g, 1.945 mmol, 1.0 eq), and gave 2-(6-Nitro-pyridin-3-yl)-hexahydro-pyrido[1,2-a]pyrazin-1-one (0.481 g, 1.567 mmol) in 81% yield. 1H NMR (400 MHz, CDCl3) δ ppm 1.27-1.53 (m, 2H) 1.54-1.61 (m, 4H) 1.66-1.81 (m, 1H) 1.94 (d, J=12.55 Hz, 1H) 2.22 (td, J=11.80, 3.01 Hz, 1H) 2.39 (d, J=12.55 Hz, 1H) 2.68-2.83 (m, 2H) 2.96-3.12 (m, 2H) 3.49 (d, J=3.5... Starting materials: C1(C=2N(CCN1)CCCC2)=O (hexahydro-pyrido[1,2-a]pyrazin-1-one), BrC=1C=CC(=NC1)[N+](=O)[O-] (5-bromo-2-nitropyridine). Isolated yield 80.6%. Reaction SMILES: [C:1]1(=[O:11])[NH:6][CH2:5][CH2:4][N:3]2[CH2:7][CH2:8][CH2:9][CH:10]=[C:2]12.Br[C:13]1[CH:14]=[CH:15][C:16]([N+:19]([O-:21])=[O:20])=[N:17][CH:18]=1>>[N+:19]([C:16]1[N:17]=[CH:18][C:13]([N:6]2[CH2:5][CH2:4][N:3]3[CH2:7][CH2:8][CH2:9][CH2:10][CH:2]3[C:1]2=[O:11])=[CH:14][CH:15]=1)([O-:21])=[O:20]. Yields the product [N+](=O)([O-])C1=CC=C(C=N1)N1C(C2N(CC1)CCCC2)=O (2-(6-Nitro-pyridin-3-yl)-hexahydro-pyrido[1,2-a]pyrazin-1-one). The reactants are C(C)(C)(C)NS(=O)(=O)C1=CC(=CC=C1)C1=CC=C2C=NC(=NN21)O (N-tert-butyl-3-(2-hydroxy-pyrrolo[2,1-f][1,2,4]triazin-7-yl)-benzenesulfonamide), NC1=CC=C(C=C1)C1CCN(CC1)CCO (2-[4-(4-amino-phenyl)-piperidin-1-yl]-ethanol), C1=CC=C(C=C1)N(S(=O)(=O)C(F)(F)F)S(=O)(=O)C(F)(F)F (N-phenylbis(trifluoromethanesulphonimide)). Product: C(C)(C)(C)NS(=O)(=O)C1=CC(=CC=C1)C1=CC=C2C=NC(=NN21)NC2=CC=C(C=C2)C2CCN(CC2)CCO (N-tert-butyl-3-(2-{4-[1-(2-hydroxy-ethyl)-piperidin-4-yl]-phenylamino}-pyrrolo[2,1-f][1,2,4]triazin-7-yl)-benzenesulfonamide). RXN SMILES: [C:1]([NH:5][S:6]([C:9]1[CH:14]=[CH:13][CH:12]=[C:11]([C:15]2[N:23]3[C:18]([CH:19]=[N:20][C:21](O)=[N:22]3)=[CH:17][CH:16]=2)[CH:10]=1)(=[O:8])=[O:7])([CH3:4])([CH3:3])[CH3:2].[NH2:25][C:26]1[CH:31]=[CH:30][C:29]([CH:32]2[CH2:37][CH2:36][N:35]([CH2:38][CH2:39][OH:40])[CH2:34][CH2:33]2)=[CH:28][CH:27]=1.C1C=CC(N(S(C(F)(F)F)(=O)=O)S(C(F)(F)F)(=O)=O)=CC=1>>[C:1]([NH:5][S:6]([C:9]1[CH:14]=[CH:13][CH:12]=[C:11]([C:15]2[N:23]3[C:18]([CH:19]=[N:20][C:21]([NH:25][C:26]4[CH:31]=[CH:30][C:29]([CH:32]5[CH2:37][CH2:36][N:35]([CH2:38][CH2:39][OH:40])[CH2:34][CH2:33]5)=[CH:28][CH:27]=4)=[N:22]3)=[CH:17][CH:16]=2)[CH:10]=1)(=[O:8])=[O:7])([CH3:3])([CH3:2])[CH3:4]. Procedure: The titled compound was prepared in analogous fashion as Example 522 using N-tert-butyl-3-(2-hydroxy-pyrrolo[2,1-f][1,2,4]triazin-7-yl)-benzenesulfonamide, 2-[4-(4-amino-phenyl)-piperidin-1-yl]-ethanol and N-phenylbis(trifluoromethanesulphonimide) to give N-tert-butyl-3-(2-{4-[1-(2-hydroxy-ethyl)-piperidin-4-yl]-phenylamino}-pyrrolo[2,1-f][1,2,4]triazin-7-yl)-benzenesulfonamide as a orange lyophilate (150.9 mg, 82% yield). LCMS (E/I+) 549 (M+H). 1H NMR (400 MHz, DMSO-d6) δ 9.53 (s, 1H), 9.27 (s,... Reactants: CN1CCC(Cc2cccc(-c3cccc(CN)c3)c2)CC1, O=C(O)c1cccc(S(=O)(=O)Cl)c1, ClCCl. Yields the product CN1CCC(Cc2cccc(-c3cccc(CNS(=O)(=O)c4cccc(C(=O)O)c4)c3)c2)CC1. As a reaction SMILES: [CH3:1][N:2]1[CH2:3][CH2:4][CH:5]([CH2:8][c:9]2[cH:10][c:11](-[c:15]3[cH:16][c:17]([CH2:21][NH2:22])[cH:18][cH:19][cH:20]3)[cH:12][cH:13][cH:14]2)[CH2:6][CH2:7]1.[Cl:23][S:24](=[O:25])(=[O:26])[c:27]1[cH:28][c:29]([C:30](=[O:31])[OH:32])[cH:33][cH:34][cH:35]1.[Cl:36][CH2:37][Cl:38]>>[CH3:1][N:2]1[CH2:3][CH2:4][CH:5]([CH2:8][c:9]2[cH:10][c:11](-[c:15]3[cH:16][c:17]([CH2:21][NH:22][S:24](=[O:25])(=[O:26])[c:27]4[cH:28][c:29]([C:30](=[O:31])[OH:32])[cH:33][cH:34][cH:35]4)[cH:18][cH:19][cH:20]3)[cH:12][cH:13][cH:14]2)[CH2:6][CH2:7]1.